From a dataset of the Open Reaction Database (ORD), a public repository of structured organic reaction records. describe an organic reaction: reactants, conditions, products, and yield The reactants are FC(S(=O)(=O)OC1=CC=2CCC[C@H](C2C=C1)NC(CC1N(CCNC1=O)S(=O)(=O)C1=CC=C(C)C=C1)=O)(F)F ((R)-5-(2-(3-oxo-1-tosylpiperazin-2-yl)acetamido)-5,6,7,8-tetrahydronaphthalen-2-yl trifluoromethanesulfonate), B(C1=CC(=CC=C1)C(=O)N)(O)O (benzamide-3-boronic acid), C1(=CC=CC=C1)C (Toluene), C(=O)(O)[O-].[Na+] (NaHCO3). The reagents and catalysts are C1=CC=C(C=C1)P(C2=CC=CC=C2)C3=CC=CC=C3.C1=CC=C(C=C1)P(C2=CC=CC=C2)C3=CC=CC=C3.C1=CC=C(C=C1)P(C2=CC=CC=C2)C3=CC=CC=C3.C1=CC=C(C=C1)P(C2=CC=CC=C2)C3=CC=CC=C3.[Pd] (tetrakis(triphenylphosphine)-palladium (O)). The product is O=C1C(N(CCN1)S(=O)(=O)C1=CC=C(C)C=C1)CC(=O)N[C@H]1C=2C=CC(=CC2CCC1)C=1C=C(C(=O)N)C=CC1 (3-((5R)-5-(2-(3-oxo-1-tosylpiperazin-2-yl)acetamido)-5,6,7,8-tetrahydronaphthalen-2-yl)benzamide). RXN SMILES: FC(F)(F)S(O[C:7]1[CH:16]=[CH:15][C:14]2[C@H:13]([NH:17][C:18](=[O:37])[CH2:19][CH:20]3[C:25](=[O:26])[NH:24][CH2:23][CH2:22][N:21]3[S:27]([C:30]3[CH:36]=[CH:35][C:33]([CH3:34])=[CH:32][CH:31]=3)(=[O:29])=[O:28])[CH2:12][CH2:11][CH2:10][C:9]=2[CH:8]=1)(=O)=O.B(O)(O)[C:41]1[CH:46]=[CH:45][CH:44]=[C:43]([C:47]([NH2:49])=[O:48])[CH:42]=1.C1(C)C=CC=CC=1.C([O-])(O)=O.[Na+]>CCOC(C)=O.C1C=CC(P(C2C=CC=CC=2)C2C=CC=CC=2)=CC=1.C1C=CC(P(C2C=CC=CC=2)C2C=CC=CC=2)=CC=1.C1C=CC(P(C2C=CC=CC=2)C2C=CC=CC=2)=CC=1.C1C=CC(P(C2C=CC=CC=2)C2C=CC=CC=2)=CC=1.[Pd].CCO>[O:26]=[C:25]1[NH:24][CH2:23][CH2:22][N:21]([S:27]([C:30]2[CH:36]=[CH:35][C:33]([CH3:34])=[CH:32][CH:31]=2)(=[O:29])=[O:28])[CH:20]1[CH2:19][C:18]([NH:17][C@@H:13]1[CH2:12][CH2:11][CH2:10][C:9]2[CH:8]=[C:7]([C:41]3[CH:42]=[C:43]([CH:44]=[CH:45][CH:46]=3)[C:47]([NH2:49])=[O:48])[CH:16]=[CH:15][C:14]1=2)=[O:37] |f:3.4,6.7.8.9.10|. Procedure: To a 25 mL pressure tube was added (R)-5-(2-(3-oxo-1-tosylpiperazin-2-yl)acetamido)-5,6,7,8-tetrahydronaphthalen-2-yl trifluoromethanesulfonate (150 mg, 0.25 mmol), benzamide-3-boronic acid (Frontier, 63 mg, 0.38 mmol), tetrakis(triphenylphosphine)-palladium (O) (Aldrich, 30 mg, 0.025 mmol), Toluene (1.5 mL), EtOH (0.4 μL), and 1M NaHCO3 (0.4 mL) at room temperature under N2. The reaction mixture was sealed and stirred at 80° C. overnight, cooled to room temperature, and diluted with EtOAc (40 m... Solvent: CCO (EtOH), CCOC(=O)C (EtOAc). Run at temperature 80 celsius, time 8 hour. Starting materials: C1(=CC=CC=C1)C(N1CC(C1)NC(OC(C)(C)C)=O)C1=CC=CC=C1 (1,1-dimethylethyl [1-(diphenylmethyl)-3-azetidinyl]carbamate), Cl.O1CCOCC1 (HCl dioxane), [H][H] (hydrogen). Solvent: CO (MeOH). Yields the product N1CC(C1)NC(OC(C)(C)C)=O (1,1-Dimethylethyl 3-azetidinylcarbamate). Reaction SMILES: C1(C(C2C=CC=CC=2)[N:8]2[CH2:11][CH:10]([NH:12][C:13](=[O:19])[O:14][C:15]([CH3:18])([CH3:17])[CH3:16])[CH2:9]2)C=CC=CC=1.Cl.O1CCOCC1.[H][H]>CO>[NH:8]1[CH2:11][CH:10]([NH:12][C:13](=[O:19])[O:14][C:15]([CH3:17])([CH3:16])[CH3:18])[CH2:9]1 |f:1.2|. Procedure details: A solution of 1,1-dimethylethyl [1-(diphenylmethyl)-3-azetidinyl]carbamate in MeOH (10 mL) was treated with of 4.0 N HCl/dioxane (1 mL) and then reacted overnight with hydrogen gas at 50 psi. The reaction mixture was then filtered through a pad of Celite, concentrated and the crude residue was used without further purification. Starting materials: O=C1CC(CCCC1)C#N (3-oxocycloheptanecarbonitrile), C(C=C)NCCCCCCC (N-(2-propenyl)heptanamine), C(#N)[BH3-].[Na+] (sodium cyanoborohydride). Product: C(CCCCCC)N(C1CC(CCCC1)C#N)CC=C (3-[Heptyl(2-propenyl)amino]cycloheptanecarbonitrile). Reaction SMILES: O=[C:2]1[CH2:8][CH2:7][CH2:6][CH2:5][CH:4]([C:9]#[N:10])[CH2:3]1.[CH2:11]([NH:14][CH2:15][CH2:16][CH2:17][CH2:18][CH2:19][CH2:20][CH3:21])[CH:12]=[CH2:13].C([BH3-])#N.[Na+]>>[CH2:15]([N:14]([CH2:11][CH:12]=[CH2:13])[CH:2]1[CH2:8][CH2:7][CH2:6][CH2:5][CH:4]([C:9]#[N:10])[CH2:3]1)[CH2:16][CH2:17][CH2:18][CH2:19][CH2:20][CH3:21] |f:2.3|. Reported procedure: In a manner similar to Preparation 8, react 3-oxocycloheptanecarbonitrile with N-(2-propenyl)heptanamine and sodium cyanoborohydride to obtain the title compound. The reactants are C(C)(C)(C)C1=CC=C(C=C1)S(=O)(=O)NC1=NC=NC(=C1C1=CC=C(C=C1)C)OCCOC1=NC=C(C=N1)O (4-tert-butyl-N-{6-[2-(5-hydroxypyrimidin-2-yloxy)ethoxy]-5-(4-methylphenyl)pyrimidin-4-yl}benzenesulfonamide), C([O-])([O-])=O.[K+].[K+] (potassium carbonate), BrC=1C=NC(=NC1)Cl (5-bromo-2-chloropyrimidine), Cl (hydrochloric acid). Solvent: CN(C=O)C (dimethylformamide). Reaction conditions: temperature 50 celsius, time 2 hour. The product is C(C)(C)(C)C1=CC=C(C=C1)S(=O)(=O)NC1=NC=NC(=C1C1=CC=C(C=C1)C)OCCOC1=NC=C(C=N1)OC1=NC=C(C=N1)Br (4-tert-butyl-N-{6-[2-(5-(5-bromopyrimidin-2-yloxy)pyrimidin-2-yloxy)ethoxy]-5-(4-methylphenyl)pyrimidin-4-yl}benzenesulfonamide). Yield: 92.0%. As a reaction SMILES: [C:1]([C:5]1[CH:10]=[CH:9][C:8]([S:11]([NH:14][C:15]2[C:20]([C:21]3[CH:26]=[CH:25][C:24]([CH3:27])=[CH:23][CH:22]=3)=[C:19]([O:28][CH2:29][CH2:30][O:31][C:32]3[N:37]=[CH:36][C:35]([OH:38])=[CH:34][N:33]=3)[N:18]=[CH:17][N:16]=2)(=[O:13])=[O:12])=[CH:7][CH:6]=1)([CH3:4])([CH3:3])[CH3:2].C(=O)([O-])[O-].[K+].[K+].[Br:45][C:46]1[CH:47]=[N:48][C:49](Cl)=[N:50][CH:51]=1.Cl>CN(C)C=O>[C:1]([C:5]1[CH:6]=[CH:7][C:8]([S:11]([NH:14][C:15]2[C:20]([C:21]3[CH:22]=[CH:23][C:24]([CH3:27])=[CH:25][CH:26]=3)=[C:19]([O:28][CH2:29][CH2:30][O:31][C:32]3[N:37]=[CH:36][C:35]([O:38][C:49]4[N:50]=[CH:51][C:46]([Br:45])=[CH:47][N:48]=4)=[CH:34][N:33]=3)[N:18]=[CH:17][N:16]=2)(=[O:13])=[O:12])=[CH:9][CH:10]=1)([CH3:4])([CH3:2])[CH3:3] |f:1.2.3|. Procedure details: To a solution of 4-tert-butyl-N-{6-[2-(5-hydroxypyrimidin-2-yloxy)ethoxy]-5-(4-methylphenyl)pyrimidin-4-yl}benzenesulfonamide (200 mg) in dimethylformamide (4 ml)is added potassium carbonate (154 mg), 5-bromo-2-chloropyrimidine (216 mg), and the mixture is stirred at 50° C. for two hours. The reaction mixture is acdified with cold hydrochloric acid, and extracted with ethyl acetate. The organic layer is washed with water and brine, and dried over anhydrous sodium sulfate, and evaporated to remov... Product: CN(C)CC=CC(=O)N1CCc2c(sc3ncnc(Nc4ccc(F)c(Cl)c4)c23)C1. The reactants are O=C(C=CCBr)N1CCc2c(sc3ncnc(Nc4ccc(F)c(Cl)c4)c23)C1, CNC, CO, ClCCl, ClCCl. RXN SMILES: [Br:1][CH2:2][CH:3]=[CH:4][C:5](=[O:6])[N:7]1[CH2:8][CH2:9][c:10]2[c:11]3[c:12]([NH:20][c:21]4[cH:22][c:23]([Cl:28])[c:24]([F:27])[cH:25][cH:26]4)[n:13][cH:14][n:15][c:16]3[s:17][c:18]2[CH2:19]1.[CH3:29][NH:30][CH3:31].[CH3:32][OH:33].[Cl:34][CH2:35][Cl:36].[Cl:37][CH2:38][Cl:39]>>[CH2:2]([CH:3]=[CH:4][C:5](=[O:6])[N:7]1[CH2:8][CH2:9][c:10]2[c:11]3[c:12]([NH:20][c:21]4[cH:22][c:23]([Cl:28])[c:24]([F:27])[cH:25][cH:26]4)[n:13][cH:14][n:15][c:16]3[s:17][c:18]2[CH2:19]1)[N:30]([CH3:29])[CH3:31].